This data is from the Open Reaction Database (ORD), a public repository of structured organic reaction records. The task is: describe an organic reaction: reactants, conditions, products, and yield Run in C1(=CC=CC=C1)C (toluene). Starting materials: C(C(O)(C1=CC=CC=C1)C1=CC=CC=C1)(=O)O (benzilic acid), NC1=CC=NC=C1 (4-aminopyridine). Conditions: temperature 220 celsius. The yield is 10.4%. RXN SMILES: C(O)(=O)[C:2]([C:10]1[CH:15]=[CH:14][CH:13]=[CH:12][CH:11]=1)([C:4]1[CH:9]=[CH:8][CH:7]=[CH:6][CH:5]=1)O.[NH2:18][C:19]1[CH:24]=[CH:23][N:22]=[CH:21][CH:20]=1>C1(C)C=CC=CC=1>[C:10]1([CH:2]([C:4]2[CH:5]=[CH:6][CH:7]=[CH:8][CH:9]=2)[NH:18][C:19]2[CH:24]=[CH:23][N:22]=[CH:21][CH:20]=2)[CH:11]=[CH:12][CH:13]=[CH:14][CH:15]=1. Reported procedure: A mixture of 11.4 grams (0.05 mole) of benzilic acid and 4.7 grams (0.05 mole) of 4-aminopyridine was heated at 220° C. for 3.5 hours. After cooling the mixture was dissolved in toluene and washed with 10% sodium carbonate solution and with 2 N hydrochloric acid. The acidic extracts were basified with 5 N sodium hydroxide and the resulting oil extracted into toluene. After drying over magnesium sulphate, the toluene was removed and the yellow oil was recrystallised from light petroleum (b.p. 80°... The product is C1(=CC=CC=C1)C(NC1=CC=NC=C1)C1=CC=CC=C1 (N-(Diphenymethyl)-4-pyridinamine). Isolated yield 90.5%. Run in CO (methanol). The product is OC1C=C(OC2(C1)CCN(CC2)C(=O)C2=CC(=C(C=C2)OC(C)C)C)C=2C=NC=CC2 ((4-hydroxy-2-(pyridin-3-yl)-1-oxa-9-azaspiro[5.5]undec-2-en-9-yl)(4-isopropoxy-3-methylphenyl)methanone). Reported procedure: To a solution of 3-(4-isopropoxy-3-methyl-benzoyl)-10-(3-pyridyl)-11-oxa-3-azaspiro[5.5]undec-9-en-8-one (3.65 g, 8.68 mmol) in methanol (35 mL) was slowly added sodium borohydride (328 mg, 8.68 mmol). After 2 hours, saturated ammonium chloride (75 mL) was added. The mixture was allowed to stir for 15 minutes, and the mixture was concentrated to half volume under reduced pressure. The remaining suspension was extracted with ethyl acetate (3×75 mL). Organic layers were combined, dried over sodium... The reactants are C(C)(C)OC1=C(C=C(C(=O)N2CCC3(CC2)CC(C=C(O3)C=3C=NC=CC3)=O)C=C1)C (3-(4-isopropoxy-3-methyl-benzoyl)-10-(3-pyridyl)-11-oxa-3-azaspiro[5.5]undec-9-en-8-one), [BH4-].[Na+] (sodium borohydride), [Cl-].[NH4+] (ammonium chloride). RXN SMILES: [CH:1]([O:4][C:5]1[CH:30]=[CH:29][C:8]([C:9]([N:11]2[CH2:16][CH2:15][C:14]3([O:21][C:20]([C:22]4[CH:23]=[N:24][CH:25]=[CH:26][CH:27]=4)=[CH:19][C:18](=[O:28])[CH2:17]3)[CH2:13][CH2:12]2)=[O:10])=[CH:7][C:6]=1[CH3:31])([CH3:3])[CH3:2].[BH4-].[Na+].[Cl-].[NH4+]>CO>[OH:28][CH:18]1[CH2:17][C:14]2([CH2:13][CH2:12][N:11]([C:9]([C:8]3[CH:29]=[CH:30][C:5]([O:4][CH:1]([CH3:3])[CH3:2])=[C:6]([CH3:31])[CH:7]=3)=[O:10])[CH2:16][CH2:15]2)[O:21][C:20]([C:22]2[CH:23]=[N:24][CH:25]=[CH:26][CH:27]=2)=[CH:19]1 |f:1.2,3.4|. Run at time 2 hour.